Dataset: the Open Reaction Database (ORD), a public repository of structured organic reaction records. Task: describe an organic reaction: reactants, conditions, products, and yield The reactants are CC1=CC=C(C=C1)S(=O)(=O)C[N+]#[C-] (TOSMIC), ClC1=C(C=CC(=C1)Cl)/C=C/C(=O)OC(C)(C)C (tert-butyl (2E)-3-(2,4-dichlorophenyl)prop-2-enoate), [H-].[Na+] (NaH), [H-].[Na+] (NaH), CCOC(=O)C.CCCCCC (EtOAc Hexane). Run in CCOCC (ether), CS(=O)C (DMSO), CCOCC (ether). The product is ClC1=C(C=CC(=C1)Cl)C=1C(=CNC1)C(=O)OC(C)(C)C (tert-butyl 4-(2,4-dichlorophenyl)pyrrole-3-carboxylate). The yield is 60.0%. RXN SMILES: [H-].[Na+].CC1C=CC(S([CH2:13][N+:14]#[C-:15])(=O)=O)=CC=1.[Cl:16][C:17]1[CH:22]=[C:21]([Cl:23])[CH:20]=[CH:19][C:18]=1/[CH:24]=[CH:25]/[C:26]([O:28][C:29]([CH3:32])([CH3:31])[CH3:30])=[O:27].CCOC(C)=O.CCCCCC>CCOCC.CS(C)=O>[Cl:16][C:17]1[CH:22]=[C:21]([Cl:23])[CH:20]=[CH:19][C:18]=1[C:24]1[C:25]([C:26]([O:28][C:29]([CH3:32])([CH3:31])[CH3:30])=[O:27])=[CH:13][NH:14][CH:15]=1 |f:0.1,4.5|. Procedure details: Dry ether was added to NaH (1.5 eq as the oil dispersion) under argon. After decanting off the ether via syringe, the NaH was suspended again with fresh ether under argon. A solution of TOSMIC (1.1 eq) and 2 (1 eq) dissolved in a mixture of ether and DMSO was added dropwise to the stirred suspension of NaH at 0° C. over 20-30 min. The addition was mildly exothermic and evolved gas. After the addition, the reaction was allowed to warm to ambient rt. The progress of the reaction was followed by TL... Starting materials: BrC=1C=C2C=NC(=NN2C1)NC1=CC=C(C=C1)N1CCN(CC1)C ((6-Bromo-pyrrolo[2,1-f][1,2,4]triazin-2-yl)-[4-(4-methyl-piperazin-1-yl)-phenyl]-amine), CC1(OB(OC1(C)C)C1=C(OCC#N)C=CC=C1)C ([2-(4,4,5,5-Tetramethyl-[1,3,2]dioxaborolan-2-yl)-phenoxy]-acetonitrile), CN(C=O)C (N,N-Dimethylformamide), C([O-])([O-])=O.[Na+].[Na+] (Sodium carbonate), O (Water), C1(=CC=CC=C1)P(C1=CC=CC=C1)C1=CC=CC=C1 (Triphenylphosphine), O1CCOCC1 (1,4-Dioxane). Reagents/catalysts: C(C)(=O)[O-].[Pd+2].C(C)(=O)[O-] (Palladium Acetate). Reaction conditions: time 10 minute. Product: CN1CCN(CC1)C1=CC=C(C=C1)NC1=NN2C(C=N1)=CC(=C2)C2=C(OCC#N)C=CC=C2 ((2-{2-[4-(4-Methyl-piperazin-1-yl)-phenylamino]-pyrrolo[2,1-f][1,2,4]triazin-6-yl}-phenoxy)-acetonitrile), solid. Isolated yield 3.0%. RXN SMILES: C1(P(C2C=CC=CC=2)C2C=CC=CC=2)C=CC=CC=1.O1CCOCC1.Br[C:27]1[CH:28]=[C:29]2[N:34]([CH:35]=1)[N:33]=[C:32]([NH:36][C:37]1[CH:42]=[CH:41][C:40]([N:43]3[CH2:48][CH2:47][N:46]([CH3:49])[CH2:45][CH2:44]3)=[CH:39][CH:38]=1)[N:31]=[CH:30]2.CC1(C)C(C)(C)OB([C:58]2[CH:67]=[CH:66][CH:65]=[CH:64][C:59]=2[O:60][CH2:61][C:62]#[N:63])O1.CN(C)C=O.C(=O)([O-])[O-].[Na+].[Na+].O>C([O-])(=O)C.[Pd+2].C([O-])(=O)C>[CH3:49][N:46]1[CH2:47][CH2:48][N:43]([C:40]2[CH:39]=[CH:38][C:37]([NH:36][C:32]3[N:31]=[CH:30][C:29]4=[CH:28][C:27]([C:58]5[CH:67]=[CH:66][CH:65]=[CH:64][C:59]=5[O:60][CH2:61][C:62]#[N:63])=[CH:35][N:34]4[N:33]=3)=[CH:42][CH:41]=2)[CH2:44][CH2:45]1 |f:5.6.7,9.10.11|. Procedure details: 1155h. Into a 8-dram vial, Palladium Acetate (0.0059 g, 0.000026 mol) and Triphenylphosphine (0.019 g, 0.000074 mol) were added. The mixture was purged under an atmosphere of Nitrogen for 10 minutes. 1,4-Dioxane (2.00 mL, 0.0256 mol) was added and stirred for 10 minutes at room temperature. (6-Bromo-pyrrolo[2,1-f][1,2,4]triazin-2-yl)-[4-(4-methyl-piperazin-1-yl)-phenyl]-amine (0.102 g, 0.000264 mol), [2-(4,4,5,5-Tetramethyl-[1,3,2]dioxaborolan-2-yl)-phenoxy]-acetonitrile (0.137 g, 0.000527 mol),... Reaction SMILES: [N:1]1[CH:6]=[CH:5][CH:4]=[CH:3][C:2]=1[NH:7][C:8]1[CH:13]=[CH:12][C:11]([OH:14])=[CH:10][CH:9]=1.F[C:16]1[C:17]([CH:22]2[CH2:27][CH2:26][N:25]([C:28](=[O:30])[CH3:29])[CH2:24][CH2:23]2)=[N:18][CH:19]=[CH:20][N:21]=1.C(=O)([O-])[O-].[Cs+].[Cs+]>CS(C)=O>[N:1]1[CH:6]=[CH:5][CH:4]=[CH:3][C:2]=1[NH:7][C:8]1[CH:13]=[CH:12][C:11]([O:14][C:16]2[C:17]([CH:22]3[CH2:23][CH2:24][N:25]([C:28](=[O:30])[CH3:29])[CH2:26][CH2:27]3)=[N:18][CH:19]=[CH:20][N:21]=2)=[CH:10][CH:9]=1 |f:2.3.4|. Solvent: CS(=O)C (DMSO). Product: N1=C(C=CC=C1)NC1=CC=C(OC=2C(=NC=CN2)C2CCN(CC2)C(C)=O)C=C1 (1-(4-(3-(4-(pyridin-2-ylamino)phenoxy)pyrazin-2-yl)piperidin-1-yl)ethanone). Conditions: temperature 80 celsius. Procedure: The mixture of 4-(pyridin-2-ylamino)phenol (47 mg, 0.25 mmol), 1-(4-(3-fluoropyrazin-2-yl)piperidin-1-yl)ethanone (56 mg, 0.25 mmol), and cesium carbonate (123 mg, 0.376 mmol) in DMSO (0.85 mL) was heated at 80° C. for 20 h. The reaction mixture was partitioned between EtOAc and brine. The aqueous layer was back extracted with EtOAc (2×) and the combined organic layer was dried (Na2SO4) and concentrated. The crude material was purified by chromatography through a Redi-Sep pre-packed silica gel c... The reactants are N1=C(C=CC=C1)NC1=CC=C(C=C1)O (4-(pyridin-2-ylamino)phenol), FC=1C(=NC=CN1)C1CCN(CC1)C(C)=O (1-(4-(3-fluoropyrazin-2-yl)piperidin-1-yl)ethanone), C([O-])([O-])=O.[Cs+].[Cs+] (cesium carbonate). Procedure: There is provided a process for replacing the magnesium oxide portion of a nature magnesium silicate with sodium oxide thereby to form sodium silicate which comprises melting a natural magnesium silicate and sodium carbonate at a temperature of from 1100° to 1350° C. until a clear melt is obtained, the molar ratio of sodium oxide derived from the sodium carbonate per mole of silica contained in the natural magnesium silicate being from 4:1 to 7:1, quenching and extracting said clear melt with wa... The reactants are [Si]([O-])([O-])([O-])[O-].[Mg+2].[Mg+2] (magnesium silicate), [O-2].[Na+].[Na+] (sodium oxide). The product is [Si]([O-])([O-])([O-])[O-].[Na+].[Na+].[Na+].[Na+] (sodium silicate). As a reaction SMILES: [Si:1]([O-:5])([O-:4])([O-:3])[O-:2].[Mg+2].[Mg+2].[O-2].[Na+:9].[Na+]>>[Si:1]([O-:5])([O-:4])([O-:3])[O-:2].[Na+:9].[Na+:9].[Na+:9].[Na+:9] |f:0.1.2,3.4.5,6.7.8.9.10|.